From a dataset of the Open Reaction Database (ORD), a public repository of structured organic reaction records. describe an organic reaction: reactants, conditions, products, and yield Starting materials: CCOc1cc(C(C)(C)C)ncc1C1=NC(C)(c2ccc(Cl)cc2)C(C)(c2ccc(Cl)cc2)N1C(=O)N1CCC(CC(=O)O)CC1, Cc1ccccc1CCN. Yields the product CCOc1cc(C(C)(C)C)ncc1C1=NC(C)(c2ccc(Cl)cc2)C(C)(c2ccc(Cl)cc2)N1C(=O)N1CCC(CC(=O)NCCc2ccccc2C)CC1. Reaction SMILES: [C:1]([CH3:2])([CH3:3])([CH3:4])[c:5]1[cH:6][c:7]([O:44][CH2:45][CH3:46])[c:8]([C:11]2=[N:15][C:14]([CH3:16])([c:17]3[cH:18][cH:19][c:20]([Cl:23])[cH:21][cH:22]3)[C:13]([CH3:24])([c:25]3[cH:26][cH:27][c:28]([Cl:31])[cH:29][cH:30]3)[N:12]2[C:32](=[O:33])[N:34]2[CH2:35][CH2:36][CH:37]([CH2:40][C:41](=[O:42])[OH:43])[CH2:38][CH2:39]2)[cH:9][n:10]1.[CH3:47][c:48]1[c:49]([CH2:50][CH2:51][NH2:52])[cH:53][cH:54][cH:55][cH:56]1>>[C:1]([CH3:2])([CH3:3])([CH3:4])[c:5]1[cH:6][c:7]([O:44][CH2:45][CH3:46])[c:8]([C:11]2=[N:15][C:14]([CH3:16])([c:17]3[cH:18][cH:19][c:20]([Cl:23])[cH:21][cH:22]3)[C:13]([CH3:24])([c:25]3[cH:26][cH:27][c:28]([Cl:31])[cH:29][cH:30]3)[N:12]2[C:32](=[O:33])[N:34]2[CH2:35][CH2:36][CH:37]([CH2:40][C:41](=[O:43])[NH:52][CH2:51][CH2:50][c:49]3[c:48]([CH3:47])[cH:56][cH:55][cH:54][cH:53]3)[CH2:38][CH2:39]2)[cH:9][n:10]1. The reactants are C(c1cc2ccccc2cn1)=O, CC1=CN=C(C=C1)N, [C-]#[N+]C1CCCCC1. The reagents and catalysts are O=C(O)C(F)(F)F (trifluoroacetic acid). Solvent: CC(C)O (isopropyl alcohol), CC(C)O (isopropylalcohol). Run at temperature 22 celsius, time 20 hour. The product is Cc1ccc2nc(c3cc4ccccc4cn3)c(NC3CCCCC3)n2c1. Isolated yield 100.0%. RXN SMILES: CC1=CC=C(N)N=C1.[C-]#[N+]C1CCCCC1.O=CC1=NC=C2C=CC=CC2=C1>>CC1=CN2C(C=C1)=NC(=C2NC1CCCCC1)C1=CC2=C(C=CC=C2)C=N1. Reactants: ClC1=C(C=C(C(=N1)C(=O)N1CCC(CC1)N1CCCC1)C)C1=CC(=CC=C1)C(F)(F)F ([6-Chloro-3-methyl-5-(3-trifluoromethyl-phenyl)-pyridin-2-yl]-(4-pyrrolidin-1-yl-piperidin-1-yl)-methanone), COC1=CC=C(CN)C=C1 (4-methoxy-benzylamine), C([O-])([O-])=O.[Cs+].[Cs+] (cesium carbonate). Reagents/catalysts: C(C)(=O)[O-].[Pd+2].C(C)(=O)[O-] (palladium(II) acetate), C1(=CC=CC=C1)P(C1=C(C2=CC=CC=C2C=C1)C1=C(C=CC2=CC=CC=C12)P(C1=CC=CC=C1)C1=CC=CC=C1)C1=CC=CC=C1 ([rac]-2,2′-bis(diphenylphosphino)-1,1′-binaphthyl). The solvent is C1(=CC=CC=C1)C (toluene). Reaction conditions: time 18 hour. Yields the product COC1=CC=C(CNC2=C(C=C(C(=N2)C(=O)N2CCC(CC2)N2CCCC2)C)C2=CC(=CC=C2)C(F)(F)F)C=C1 ([6-(4-Methoxy-benzylamino)-3-methyl-5-(3-trifluoromethyl-phenyl)-pyridin-2-yl]-(4-pyrrolidin-1-yl-piperidin-1-yl)-methanone). Isolated yield 80.8%. As a reaction SMILES: Cl[C:2]1[N:7]=[C:6]([C:8]([N:10]2[CH2:15][CH2:14][CH:13]([N:16]3[CH2:20][CH2:19][CH2:18][CH2:17]3)[CH2:12][CH2:11]2)=[O:9])[C:5]([CH3:21])=[CH:4][C:3]=1[C:22]1[CH:27]=[CH:26][CH:25]=[C:24]([C:28]([F:31])([F:30])[F:29])[CH:23]=1.[CH3:32][O:33][C:34]1[CH:41]=[CH:40][C:37]([CH2:38][NH2:39])=[CH:36][CH:35]=1.C(=O)([O-])[O-].[Cs+].[Cs+]>C1(C)C=CC=CC=1.C([O-])(=O)C.[Pd+2].C([O-])(=O)C.C1(P(C2C=CC=CC=2)C2C=CC3C(=CC=CC=3)C=2C2C3C(=CC=CC=3)C=CC=2P(C2C=CC=CC=2)C2C=CC=CC=2)C=CC=CC=1>[CH3:32][O:33][C:34]1[CH:41]=[CH:40][C:37]([CH2:38][NH:39][C:2]2[N:7]=[C:6]([C:8]([N:10]3[CH2:15][CH2:14][CH:13]([N:16]4[CH2:20][CH2:19][CH2:18][CH2:17]4)[CH2:12][CH2:11]3)=[O:9])[C:5]([CH3:21])=[CH:4][C:3]=2[C:22]2[CH:27]=[CH:26][CH:25]=[C:24]([C:28]([F:31])([F:30])[F:29])[CH:23]=2)=[CH:36][CH:35]=1 |f:2.3.4,6.7.8|. Reported procedure: A suspension of 1.25 g (2.8 mmol) of [6-chloro-3-methyl-5-(3-trifluoromethyl-phenyl)-pyridin-2-yl]-(4-pyrrolidin-1-yl-piperidin-1-yl)-methanone (example 3), 0.069 g (0.1 mmol) of [rac]-2,2′-bis(diphenylphosphino)-1,1′-binaphthyl, 0.025 g (0.1 mmol) of palladium(II) acetate and 0.40 g (2.9 mmol) of 4-methoxy-benzylamine in 30 ml of toluene was stirred at RT; 1.08 g (3.3 mmol) of cesium carbonate was added and the reaction mixture subsequently heated up to reflux. After 18 hours, it was cooled dow... The reactants are ClC=1C(=C(C=CC1)NC1=NC=NC2=CC(=C(C=C12)CNC1(CC1)C(=O)O)OC)F (1-[({4-[(3-Chloro-2-fluorophenyl)amino]-7-methoxyquinazolin-6-yl}methyl)amino]cyclopropanecarboxylic acid), C(C)=O (acetaldehyde). Product: ClC=1C(=C(C=CC1)NC1=NC=NC2=CC(=C(C=C12)CN(C1(CC1)C(=O)O)CC)OC)F (1-[({4-[(3-chloro-2-fluorophenyl)amino]-7-methoxyquinazolin-6-yl}methyl)(ethyl)amino]cyclopropanecarboxylic acid). Procedure: 1-[({4-[(3-Chloro-2-fluorophenyl)amino]-7-methoxyquinazolin-6-yl}methyl)amino]cyclopropanecarboxylic acid (prepared as described in Example 27) was reacted with acetaldehyde using an analogous method to that described for the equivalent step in Example 24 to give 1-[({4-[(3-chloro-2-fluorophenyl)amino]-7-methoxyquinazolin-6-yl}methyl)(ethyl)amino]cyclopropanecarboxylic acid; 1H NMR Spectrum: (DMSO d6) 0.90 (t, 3H); 0.95-1.30 (m, 4H); 2.90 (m, 2H); 3.91 (s, 3H); 4.08 (s, 2H); 7.12 (s, 1H); 7.28 (... As a reaction SMILES: [Cl:1][C:2]1[C:3]([F:29])=[C:4]([NH:8][C:9]2[C:18]3[C:13](=[CH:14][C:15]([O:27][CH3:28])=[C:16]([CH2:19][NH:20][C:21]4([C:24]([OH:26])=[O:25])[CH2:23][CH2:22]4)[CH:17]=3)[N:12]=[CH:11][N:10]=2)[CH:5]=[CH:6][CH:7]=1.[CH:30](=O)[CH3:31]>>[Cl:1][C:2]1[C:3]([F:29])=[C:4]([NH:8][C:9]2[C:18]3[C:13](=[CH:14][C:15]([O:27][CH3:28])=[C:16]([CH2:19][N:20]([CH2:30][CH3:31])[C:21]4([C:24]([OH:26])=[O:25])[CH2:23][CH2:22]4)[CH:17]=3)[N:12]=[CH:11][N:10]=2)[CH:5]=[CH:6][CH:7]=1. The reactants are N#N.C(C)(C)(C)OC(=O)N[C@H](CO)C(=O)NCCCC1=CC=CC=C1 (N2 (tert-butyloxycarbonyl)-N-(3-phenylpropyl)-D-serinamide), Cl (hydrogen chloride). Solvent: C(C)(=O)O (acetic acid). Yields the product Cl.C1(=CC=CC=C1)CCCNC([C@H](N)CO)=O (N-(3-phenylpropyl)-D-serinamide hydrochloride). Reaction SMILES: N#N.C(OC([NH:10][C@@H:11]([C:14]([NH:16][CH2:17][CH2:18][CH2:19][C:20]1[CH:25]=[CH:24][CH:23]=[CH:22][CH:21]=1)=[O:15])[CH2:12][OH:13])=O)(C)(C)C.[ClH:26]>C(O)(=O)C>[ClH:26].[C:20]1([CH2:19][CH2:18][CH2:17][NH:16][C:14](=[O:15])[C@@H:11]([CH2:12][OH:13])[NH2:10])[CH:21]=[CH:22][CH:23]=[CH:24][CH:25]=1 |f:0.1,4.5|. Reported procedure: A solution of N2 -(tert-butyloxycarbonyl)-N-(3-phenylpropyl)-D-serinamide (3.93 g.) in acetic acid saturated with hydrogen chloride (50 ml.) was stirred at room temperature for one half hour, then stripped of volatiles. The residue was purified by column chromatography on silica gel (100-200 mesh, 200 g.) using ethyl acetate-pyridine-acetic acid-water (200:54:16:30) as the eluant, affording N-(3-phenylpropyl)-D-serinamide hydrochloride (1.14 g., m.r. 97°-102° C.).